This data is from the Open Reaction Database (ORD), a public repository of structured organic reaction records. The task is: describe an organic reaction: reactants, conditions, products, and yield Reactants: ClCCCOC=1C(=CC2=C(C3=C(C(O2)=O)CCC3)C1)OC (8-(3-chloropropoxy)-2,3-dihydro-7-methoxy-cyclopenta[c][1]benzopyran-4(1H)-one), C(Cl)(Cl)Cl (chloroform), C(\C=C\C(=O)[O-])(=O)[O-] (Fumarate), Cl.COC1=C(C=CC=C1)N1CCNCC1 (1-(2-methoxyphenyl)piperazine hydrochloride). Solvent: C(C)O (ethanol), CC(=O)C (acetone). Yields the product COC1=CC2=C(C3=C(C(O2)=O)CCC3)C=C1OCCCN1CCN(CC1)C1=C(C=CC=C1)OC (2,3-dihydro-7-methoxy-8-{3-[4-(2-methoxyphenyl)-1-piperazinyl]propoxy}cyclopenta[c][1]benzopyran-4(1H)-one). Isolated yield 56.0%. RXN SMILES: Cl[CH2:2][CH2:3][CH2:4][O:5][C:6]1[C:7]([O:20][CH3:21])=[CH:8][C:9]2[O:14][C:13](=[O:15])[C:12]3[CH2:16][CH2:17][CH2:18][C:11]=3[C:10]=2[CH:19]=1.Cl.[CH3:23][O:24][C:25]1[CH:30]=[CH:29][CH:28]=[CH:27][C:26]=1[N:31]1[CH2:36][CH2:35][NH:34][CH2:33][CH2:32]1.C(Cl)(Cl)Cl.C([O-])(=O)/C=C/C([O-])=O>CC(C)=O.C(O)C>[CH3:21][O:20][C:7]1[C:6]([O:5][CH2:4][CH2:3][CH2:2][N:34]2[CH2:33][CH2:32][N:31]([C:26]3[CH:27]=[CH:28][CH:29]=[CH:30][C:25]=3[O:24][CH3:23])[CH2:36][CH2:35]2)=[CH:19][C:10]2[C:11]3[CH2:18][CH2:17][CH2:16][C:12]=3[C:13](=[O:15])[O:14][C:9]=2[CH:8]=1 |f:1.2|. Procedure: Method A (40 h at 50° C.); starting materials: 8-(3-chloropropoxy)-2,3-dihydro-7-methoxy-cyclopenta[c][1]benzopyran-4(1H)-one (example 83) and 1-(2-methoxyphenyl)piperazine hydrochloride; yield 56%; fusion point 177°-178° C. (from chloroform and ethanol). Fumarate: method E; yield 87%; fusion point 173°-174° C. (from acetone). Reactants: CO, COC(=O)CC1CC(c2cccc(Cl)c2)C(c2ccc(Cl)cc2)N(CC2CC2)C1=O, N, N#C[Na]. Product: NC(=O)CC1CC(c2cccc(Cl)c2)C(c2ccc(Cl)cc2)N(CC2CC2)C1=O. As a reaction SMILES: [CH3:32][OH:33].[Cl:1][c:2]1[cH:3][c:4]([CH:8]2[CH2:9][CH:10]([CH2:26][C:27](=[O:28])[O:29][CH3:30])[C:11](=[O:25])[N:12]([CH2:21][CH:22]3[CH2:23][CH2:24]3)[CH:13]2[c:14]2[cH:15][cH:16][c:17]([Cl:20])[cH:18][cH:19]2)[cH:5][cH:6][cH:7]1.[NH3:31].[Na:34][C:35]#[N:36]>>[Cl:1][c:2]1[cH:3][c:4]([CH:8]2[CH2:9][CH:10]([CH2:26][C:27](=[O:28])[NH2:36])[C:11](=[O:25])[N:12]([CH2:21][CH:22]3[CH2:23][CH2:24]3)[CH:13]2[c:14]2[cH:15][cH:16][c:17]([Cl:20])[cH:18][cH:19]2)[cH:5][cH:6][cH:7]1. The reactants are ClC1=CC=C(C(=N1)N)[N+](=O)[O-] (6-chloro-3-nitro-2-pyridinamine), NCCN1CCC(CC1)NC1=NC2=C(N1CC1=CC=C(C=C1)F)C=CC=C2 (N-[1-(2-aminoethyl)-4-piperidinyl]-1-[(4-fluorophenyl)methyl]-1H-benzimidazol-2-amine), CN1C(CCC1)=O (1-methyl-2-pyrrolidinone), N (ammonia). The solvent is CO (methanol). Conditions: temperature 150 celsius. Product: FC1=CC=C(C=C1)CN1C(=NC2=C1C=CC=C2)NC2CCN(CC2)CCNC2=CC=C(C(=N2)N)[N+](=O)[O-] (N6 -[2-[4-[[1-[(4-fluorophenyl)methyl]-1H-benzimidazol-2-yl]-amino]-1-piperidinyl]ethyl]-3-nitro-2,6-pyridinediamine). The yield is 50.0%. Reaction SMILES: Cl[C:2]1[N:7]=[C:6]([NH2:8])[C:5]([N+:9]([O-:11])=[O:10])=[CH:4][CH:3]=1.[NH2:12][CH2:13][CH2:14][N:15]1[CH2:20][CH2:19][CH:18]([NH:21][C:22]2[N:26]([CH2:27][C:28]3[CH:33]=[CH:32][C:31]([F:34])=[CH:30][CH:29]=3)[C:25]3[CH:35]=[CH:36][CH:37]=[CH:38][C:24]=3[N:23]=2)[CH2:17][CH2:16]1.CN1CCCC1=O.N>CO>[F:34][C:31]1[CH:32]=[CH:33][C:28]([CH2:27][N:26]2[C:25]3[CH:35]=[CH:36][CH:37]=[CH:38][C:24]=3[N:23]=[C:22]2[NH:21][CH:18]2[CH2:19][CH2:20][N:15]([CH2:14][CH2:13][NH:12][C:2]3[N:7]=[C:6]([NH2:8])[C:5]([N+:9]([O-:11])=[O:10])=[CH:4][CH:3]=3)[CH2:16][CH2:17]2)=[CH:29][CH:30]=1. Reported procedure: A mixture of 3.4 parts of 6-chloro-3-nitro-2-pyridinamine, 7.4 parts of N-[1-(2-aminoethyl)-4-piperidinyl]-1-[(4-fluorophenyl)methyl]-1H-benzimidazol-2-amine and 10 parts of 1-methyl-2-pyrrolidinone was stirred and heated for 2 hours at 150° C. The reaction mixture was cooled and taken up in methanol saturated with ammonia. The whole was evaporated and water was added to the residue. The product was extracted three times with 4-methyl-2-pentanone. The combined extracts were dried, filtered and e... Reaction SMILES: [Cl:1][C:2]([C:3]([Cl:4])=[O:5])=[O:6].[Cl:44][CH2:45][Cl:46].[NH2:30][c:31]1[n:32][cH:33][c:34]([CH3:37])[n:35][cH:36]1.[O:47]=[CH:48][N:49]([CH3:50])[CH3:51].[c:7]1([CH2:13][O:14][c:15]2[cH:16][c:17]([C:18](=[O:19])[OH:20])[cH:21][c:22]([O:24][CH:25]3[CH2:26][O:27][CH2:28][CH2:29]3)[cH:23]2)[cH:8][cH:9][cH:10][cH:11][cH:12]1.[cH:38]1[cH:39][cH:40][n:41][cH:42][cH:43]1>>[c:7]1([CH2:13][O:14][c:15]2[cH:16][c:17]([C:18](=[O:20])[NH:30][c:31]3[n:32][cH:33][c:34]([CH3:37])[n:35][cH:36]3)[cH:21][c:22]([O:24][CH:25]3[CH2:26][O:27][CH2:28][CH2:29]3)[cH:23]2)[cH:8][cH:9][cH:10][cH:11][cH:12]1. Product: Cc1cnc(NC(=O)c2cc(OCc3ccccc3)cc(OC3CCOC3)c2)cn1. Reactants: O=C(Cl)C(=O)Cl, ClCCl, Cc1cnc(N)cn1, CN(C)C=O, O=C(O)c1cc(OCc2ccccc2)cc(OC2CCOC2)c1, c1ccncc1. The product is CC(C)(C)NS(=O)(=O)CCc1ccc(Cc2cc[nH]n2)cc1OCCc1ccc2ccccc2c1. Reactants: CC(C)(C)NS(=O)(=O)C=Cc1ccc(Cc2cc[nH]n2)cc1OCCc1ccc2ccccc2c1, CCO, [H][H], O=[Pt]=O. RXN SMILES: [C:1]([CH3:2])([CH3:3])([CH3:4])[NH:5][S:6](=[O:7])(=[O:8])[CH:9]=[CH:10][c:11]1[c:12]([O:23][CH2:24][CH2:25][c:26]2[cH:27][c:28]3[cH:29][cH:30][cH:31][cH:32][c:33]3[cH:34][cH:35]2)[cH:13][c:14]([CH2:17][c:18]2[n:19][nH:20][cH:21][cH:22]2)[cH:15][cH:16]1.[CH3:38][CH2:39][OH:40].[H:36][H:37].[Pt:41](=[O:42])=[O:43]>>[C:1]([CH3:2])([CH3:3])([CH3:4])[NH:5][S:6](=[O:7])(=[O:8])[CH2:9][CH2:10][c:11]1[c:12]([O:23][CH2:24][CH2:25][c:26]2[cH:27][c:28]3[cH:29][cH:30][cH:31][cH:32][c:33]3[cH:34][cH:35]2)[cH:13][c:14]([CH2:17][c:18]2[n:19][nH:20][cH:21][cH:22]2)[cH:15][cH:16]1.